This data is from the Open Reaction Database (ORD), a public repository of structured organic reaction records. The task is: describe an organic reaction: reactants, conditions, products, and yield Reactants: COCCCO[C@H]([C@H]1CN(CCC1)C(=O)OC(C)(C)C)C1=CC=CC=C1 ((R)-tert-Butyl 3-((R)-(3-methoxypropoxy)(phenyl)methyl)piperidine-1-carboxylate), Cl (HCl). Run in O1CCOCC1 (1,4-dioxane). Run at time 30 minute. Product: COCCCO[C@H]([C@H]1CNCCC1)C1=CC=CC=C1 ((R)-3-((R)-(3-methoxypropoxy)(phenyl)methyl)piperidine), Cl (HCl). As a reaction SMILES: [CH3:1][O:2][CH2:3][CH2:4][CH2:5][O:6][C@@H:7]([C:21]1[CH:26]=[CH:25][CH:24]=[CH:23][CH:22]=1)[C@@H:8]1[CH2:13][CH2:12][CH2:11][N:10](C(OC(C)(C)C)=O)[CH2:9]1.[ClH:27]>O1CCOCC1>[CH3:1][O:2][CH2:3][CH2:4][CH2:5][O:6][C@@H:7]([C:21]1[CH:22]=[CH:23][CH:24]=[CH:25][CH:26]=1)[C@@H:8]1[CH2:13][CH2:12][CH2:11][NH:10][CH2:9]1.[ClH:27]. Reported procedure: (R)-tert-Butyl 3-((R)-(3-methoxypropoxy)(phenyl)methyl)piperidine-1-carboxylate (27 mg, 0.074 mmol) was mixed with 4M HCl in 1,4-dioxane (3 mL) and stirred for 30 min at rt. LC-MS showed complete removal of the Boc protecting group. The mixture was concentrated to afford (R)-3-((R)-(3-methoxypropoxy)(phenyl)methyl)piperidine as its HCl salt. This material was used without purification. The reactants are [Al+3], CCCCCCCCCCCCCCCc1ccc(C(=O)O)c(O)c1, CCOC(C)=O, [H-], [H-], [H-], [H-], [Li+], C1CCOC1. The product is CCCCCCCCCCCCCCCc1ccc(CO)c(O)c1. As a reaction SMILES: [Al+3:27].[CH2:1]([CH2:2][CH2:3][CH2:4][CH2:5][CH2:6][CH2:7][CH2:8][CH2:9][CH2:10][CH2:11][CH2:12][CH2:13][CH2:14][CH3:15])[c:16]1[cH:17][c:18]([OH:25])[c:19]([C:20](=[O:21])[OH:22])[cH:23][cH:24]1.[CH3:32][CH2:33][O:34][C:35](=[O:36])[CH3:37].[H-:26].[H-:29].[H-:30].[H-:31].[Li+:28].[O:38]1[CH2:39][CH2:40][CH2:41][CH2:42]1>>[CH2:1]([CH2:2][CH2:3][CH2:4][CH2:5][CH2:6][CH2:7][CH2:8][CH2:9][CH2:10][CH2:11][CH2:12][CH2:13][CH2:14][CH3:15])[c:16]1[cH:17][c:18]([OH:25])[c:19]([CH2:20][OH:21])[cH:23][cH:24]1. Starting materials: CO, N#CCSCCC(F)(C(F)(F)F)C(F)(F)F, [Na+], [Na+], O, O=S([O-])[O-]. Product: N#CCS(=O)(=O)CCC(F)(C(F)(F)F)C(F)(F)F. Reaction SMILES: [CH3:24][OH:25].[F:1][C:2]([C:3]([CH2:4][CH2:5][S:6][CH2:7][C:8]#[N:9])([C:10]([F:11])([F:12])[F:13])[F:14])([F:15])[F:16].[Na+:21].[Na+:22].[OH2:23].[S:17](=[O:18])([O-:19])[O-:20]>>[F:1][C:2]([C:3]([CH2:4][CH2:5][S:6]([CH2:7][C:8]#[N:9])(=[O:18])=[O:23])([C:10]([F:11])([F:12])[F:13])[F:14])([F:15])[F:16].